From a dataset of the Open Reaction Database (ORD), a public repository of structured organic reaction records. describe an organic reaction: reactants, conditions, products, and yield The reactants are ClC1=CC=C(C(=O)N[N+]2=CC=CC=C2)C=C1 (1-(p-chlorobenzamido)pyridinium). The solvent is ClC1=CC=C(C(=O)Cl)C=C1 (p-chlorobenzoyl chloride). Reaction conditions: time 2 hour. Product: [Cl-].ClC1=CC=C(C(=O)N([N+]2=CC=CC=C2)C(C2=CC=C(C=C2)Cl)=O)C=C1 (1-(bis(p-chlorobenzoyl) amino)pyridinium chloride). Reaction SMILES: [Cl:1][C:2]1[CH:16]=[CH:15][C:5]([C:6]([NH:8][N+:9]2[CH:14]=[CH:13][CH:12]=[CH:11][CH:10]=2)=[O:7])=[CH:4][CH:3]=1>ClC1C=CC(C(Cl)=O)=CC=1>[Cl-:1].[Cl:1][C:2]1[CH:16]=[CH:15][C:5]([C:6]([N:8]([C:6](=[O:7])[C:5]2[CH:15]=[CH:16][C:2]([Cl:1])=[CH:3][CH:4]=2)[N+:9]2[CH:14]=[CH:13][CH:12]=[CH:11][CH:10]=2)=[O:7])=[CH:4][CH:3]=1 |f:2.3|. Reported procedure: A solution of 1-(p-chlorobenzamido)pyridinium internal salt (20 parts) in p-chlorobenzoyl chloride was allowed to stand for 2 hours at 25° C. The crystalline solid which formed was filtered off, washed and dried to give 1-(bis(p-chlorobenzoyl) amino)pyridinium chloride (20 parts), melting point 195° C. The reactants are [H][H] (hydrogen), Cl.[N+](=O)([O-])C1=CC2=C(CCNCC2)C=C1 (2,3,4,5-tetrahydro-7-nitro-1H-3-benzazepine hydrochloride), [H][H] (hydrogen). The reagents and catalysts are [Pd] (palladium on carbon). Run in C(C)O (ethanol), C(C)O (ethanol). The product is Cl.C1CNCCC2=C1C=CC(=C2)N (2,3,4,5-Tetrahydro-1H-3-benzazepin-7-amine monohydrochloride). Isolated yield 166.4%. RXN SMILES: [ClH:1].[N+:2]([C:5]1[CH:15]=[CH:14][C:8]2[CH2:9][CH2:10][NH:11][CH2:12][CH2:13][C:7]=2[CH:6]=1)([O-])=O.[H][H]>C(O)C.[Pd]>[ClH:1].[CH2:9]1[C:8]2[CH:14]=[CH:15][C:5]([NH2:2])=[CH:6][C:7]=2[CH2:13][CH2:12][NH:11][CH2:10]1 |f:0.1,5.6|. Reported procedure: To a solution of 2,3,4,5-tetrahydro-7-nitro-1H-3-benzazepine hydrochloride (1.68 g, 7.35 mmol) in ethanol (100 ml) was added 5% palladium on carbon (0.2 g) and the solution was placed on a Paar Hydrogenator Apparatus and pressurized with 45 psi of hydrogen. After the theoretical uptake of hydrogen had been achieved (2 h), the catalyst was filtered off and washed with water (25 ml). The filtrate was concentrated. Absolute ethanol was added and evaporated until all of the water had been evaporated... The reactants are [N-]=[N+]=[N-].[Na+] (sodium azide), COC(=O)[C@@H]1N(C[C@H](C1)Br)C(=O)OC(C)(C)C ((2R,4S)-4-bromo-pyrrolidine-1,2-dicarboxylic acid 1-tert-butyl ester 2-methyl ester). The solvent is CN(C=O)C (N,N-dimethylformamide), O (water). Conditions: temperature 72.5 celsius. Yields the product COC(=O)[C@@H]1N(C[C@@H](C1)N=[N+]=[N-])C(=O)OC(C)(C)C ((2R,4R)-4-Azido-pyrrolidine-1,2-dicarboxylic acid 1-tert-butyl ester 2-methyl ester). Isolated yield 100.0%. Reaction SMILES: [N-:1]=[N+:2]=[N-:3].[Na+].[CH3:5][O:6][C:7]([C@H:9]1[CH2:13][C@H:12](Br)[CH2:11][N:10]1[C:15]([O:17][C:18]([CH3:21])([CH3:20])[CH3:19])=[O:16])=[O:8]>CN(C)C=O.O>[CH3:5][O:6][C:7]([C@H:9]1[CH2:13][C@@H:12]([N:1]=[N+:2]=[N-:3])[CH2:11][N:10]1[C:15]([O:17][C:18]([CH3:21])([CH3:20])[CH3:19])=[O:16])=[O:8] |f:0.1|. Procedure details: Add sodium azide (157 g, 2.39 mol) to (2R,4S)-4-bromo-pyrrolidine-1,2-dicarboxylic acid 1-tert-butyl ester 2-methyl ester (370 g, 1.20 mol) in N,N-dimethylformamide (2.5 L) and heat at 70-75° C. for 16 h under nitrogen. Cool to room temperature, dilute with water (5 L), and extract with ethyl acetate (3 L). Wash with brine (2 L). Extract the brine layer with ethyl acetate (3 L), combine the organic layers, dry over sodium sulfate, filter and concentrate to obtain an oil (324.5 g). Dissolve the m... Starting materials: CI (MeI), OC1=NC=CC(=C1I)O (2,4-dihydroxy-3-iodopyridine), C(=O)([O-])[O-].[Cs+].[Cs+] (Cs2CO3), CI (MeI). Run in CN(C)C=O (DMF), CN(C)C=O (DMF). Reaction conditions: temperature 40 celsius, time 72 hour. Yields the product CN1C(C(=C(C=C1)OC)I)=O (1-methyl-3-iodo-4-methoxypyridin-2-one). Reaction SMILES: O[C:2]1[C:7]([I:8])=[C:6]([OH:9])[CH:5]=[CH:4][N:3]=1.[C:10]([O-:13])([O-])=O.[Cs+].[Cs+].[CH3:16]I>CN(C=O)C>[CH3:2][N:3]1[CH:4]=[CH:5][C:6]([O:9][CH3:16])=[C:7]([I:8])[C:10]1=[O:13] |f:1.2.3|. Procedure: A mixture of 2,4-dihydroxy-3-iodopyridine (1.0 eq), Cs2CO3 (2.0 eq), MeI (10.0 eq) and anhydrous DMF was stirred at 40° C. for 72 h, and then the DMF and remaining MeI were evaporated. The residue was treated with aqueous NaS2O3, and the mixture was extracted five times with CH2Cl2. The CH2Cl2 extracts were treated with MgSO4, filtered, and evaporated. The residue was recrystallized from hexanes/CH2Cl2 to give 1-methyl-3-iodo-4-methoxypyridin-2-one. The reactants are COC(=O)C1CCNC(c2ccc(C(F)(F)F)cc2)C1, CCOC(C)=O, CC(C)c1ccc(CBr)cc1, [I-], [K+], [K+], [Na+], O=C([O-])[O-], CN(C)C=O, O. The product is COC(=O)C1CCN(Cc2ccc(C(C)C)cc2)C(c2ccc(C(F)(F)F)cc2)C1. Reaction SMILES: [CH3:1][O:2][C:3](=[O:4])[CH:5]1[CH2:6][CH:7]([c:11]2[cH:12][cH:13][c:14]([C:17]([F:18])([F:19])[F:20])[cH:15][cH:16]2)[NH:8][CH2:9][CH2:10]1.[CH3:45][CH2:46][O:47][C:48]([CH3:49])=[O:50].[CH:21]([CH3:22])([CH3:23])[c:24]1[cH:25][cH:26][c:27]([CH2:28][Br:29])[cH:30][cH:31]1.[I-:32].[K+:34].[K+:35].[Na+:33].[O-:36][C:37]([O-:38])=[O:39].[O:40]=[CH:41][N:42]([CH3:43])[CH3:44].[OH2:51]>>[CH3:1][O:2][C:3](=[O:4])[CH:5]1[CH2:6][CH:7]([c:11]2[cH:12][cH:13][c:14]([C:17]([F:18])([F:19])[F:20])[cH:15][cH:16]2)[N:8]([CH2:28][c:27]2[cH:26][cH:25][c:24]([CH:21]([CH3:22])[CH3:23])[cH:31][cH:30]2)[CH2:9][CH2:10]1.